From a dataset of the Open Reaction Database (ORD), a public repository of structured organic reaction records. describe an organic reaction: reactants, conditions, products, and yield Reactants: C(C1=CC=CC=C1)C(C(=O)O)CC(=O)O (alpha-benzylsuccinic acid). The solvent is FC(C(=O)OC(C(F)(F)F)=O)(F)F (trifluoroacetic anhydride). Product: C(C1=CC=CC=C1)C1C(=O)OC(C1)=O (Alpha-Benzylsuccinic Anhydride). The yield is 94.0%. RXN SMILES: [CH2:1]([CH:8]([CH2:12][C:13]([OH:15])=[O:14])[C:9]([OH:11])=O)[C:2]1[CH:7]=[CH:6][CH:5]=[CH:4][CH:3]=1>FC(F)(F)C(OC(=O)C(F)(F)F)=O>[CH2:1]([CH:8]1[CH2:12][C:13](=[O:14])[O:15][C:9]1=[O:11])[C:2]1[CH:3]=[CH:4][CH:5]=[CH:6][CH:7]=1. Procedure: The commercially available alpha-benzylsuccinic acid 9 (1 g, 4.8 mmol) was refluxed for 1 h in 30 mL trifluoroacetic anhydride. Afterwards, the solvent was removed in vacuo. The crude residue was washed with cold hexane to yield alpha-benzylsuccinic anhydride 10 as a white solid (858.2 mg, 93.95%).